The task is: describe an organic reaction: reactants, conditions, products, and yield. This data is from the Open Reaction Database (ORD), a public repository of structured organic reaction records. Starting materials: C=CC(=O)OCC(CC)CCCC, COc1ccc(C=C2NC(=O)NC2=O)cc1OC, CN(C)C=O, [K+], [OH-], O. Product: CCCCC(CC)COC(=O)CCN1C(=O)NC(=Cc2ccc(OC)c(OC)c2)C1=O. As a reaction SMILES: [C:19]([CH:20]=[CH2:21])(=[O:22])[O:23][CH2:24][CH:25]([CH2:26][CH2:27][CH2:28][CH3:29])[CH2:30][CH3:31].[CH3:1][O:2][c:3]1[cH:4][c:5]([CH:6]=[C:7]2[C:8](=[O:13])[NH:9][C:10](=[O:12])[NH:11]2)[cH:14][cH:15][c:16]1[O:17][CH3:18].[CH3:34][N:35]([CH3:36])[CH:37]=[O:38].[K+:33].[OH-:32].[OH2:39]>>[CH3:1][O:2][c:3]1[cH:4][c:5]([CH:6]=[C:7]2[C:8](=[O:13])[N:9]([CH2:21][CH2:20][C:19](=[O:22])[O:23][CH2:24][CH:25]([CH2:26][CH2:27][CH2:28][CH3:29])[CH2:30][CH3:31])[C:10](=[O:12])[NH:11]2)[cH:14][cH:15][c:16]1[O:17][CH3:18].